From a dataset of the Open Reaction Database (ORD), a public repository of structured organic reaction records. describe an organic reaction: reactants, conditions, products, and yield The reactants are CCOC(=O)C(C)(C)Oc1ccc(OCCc2nc(-c3ccccc3)oc2C)cc1CNC(=O)OC(C)(C)C, ClCCl, O=C(O)C(F)(F)F. Yields the product CCOC(=O)C(C)(C)Oc1ccc(OCCc2nc(-c3ccccc3)oc2C)cc1CN. Reaction SMILES: [CH2:1]([CH3:2])[O:3][C:4]([C:5]([CH3:6])([CH3:7])[O:8][c:9]1[c:10]([CH2:30][NH:31][C:32]([O:33][C:34]([CH3:35])([CH3:36])[CH3:37])=[O:38])[cH:11][c:12]([O:15][CH2:16][CH2:17][c:18]2[n:19][c:20](-[c:24]3[cH:25][cH:26][cH:27][cH:28][cH:29]3)[o:21][c:22]2[CH3:23])[cH:13][cH:14]1)=[O:39].[Cl:47][CH2:48][Cl:49].[F:40][C:41]([F:42])([F:43])[C:44]([OH:45])=[O:46]>>[CH2:1]([CH3:2])[O:3][C:4]([C:5]([CH3:6])([CH3:7])[O:8][c:9]1[c:10]([CH2:30][NH2:31])[cH:11][c:12]([O:15][CH2:16][CH2:17][c:18]2[n:19][c:20](-[c:24]3[cH:25][cH:26][cH:27][cH:28][cH:29]3)[o:21][c:22]2[CH3:23])[cH:13][cH:14]1)=[O:39]. Starting materials: C(C)OC(CC1=NN(C(C2=CC=CC=C12)=O)CO)=O (ethyl-3-hydroxymethyl-4-oxo-3-H-phthalazin-1-ylacetate), CS(=O)(=O)Cl (methanesulfonyl chloride), N1=CC=CC=C1 (pyridine). Run in C(Cl)Cl (methylene chloride). Conditions: time 8 hour. The product is C(C)OC(CC1=NN(C(C2=CC=CC=C12)=O)CCl)=O (Ethyl-3-Chloromethyl-4-oxo-3-H-phthalazin-1-ylacetate). Reaction SMILES: [CH2:1]([O:3][C:4](=[O:19])[CH2:5][C:6]1[C:15]2[C:10](=[CH:11][CH:12]=[CH:13][CH:14]=2)[C:9](=[O:16])[N:8]([CH2:17]O)[N:7]=1)[CH3:2].CS([Cl:24])(=O)=O.N1C=CC=CC=1>C(Cl)Cl>[CH2:1]([O:3][C:4](=[O:19])[CH2:5][C:6]1[C:15]2[C:10](=[CH:11][CH:12]=[CH:13][CH:14]=2)[C:9](=[O:16])[N:8]([CH2:17][Cl:24])[N:7]=1)[CH3:2]. Procedure: A solution of ethyl-3-hydroxymethyl-4-oxo-3-H-phthalazin-1-ylacetate (1.31 g) and methanesulfonyl chloride (0.69 g) in methylene chloride (10 ml) containing pyridine (0.8 ml) was stirred at room temperature overnight. Upon evaporation of methylene chloride and purification of the residue by chromatography on silica gel, eluting with a mixture of a chloroform and ethyl acetate (9:1), the title product was obtained (yield: 0.51 g; m.p. 99°-100° C.). Starting materials: ClC=1C2=CC=CC=C2N=C2C=CC=CC12 (9-chloroacridine), C(C)N1CCC(CC1)N (1-ethylpiperidin-4-amine). The product is C(C)N1CCC(CC1)NC=1C2=CC=CC=C2N=C2C=CC=CC12 (N-(1-Ethylpiperidin-4-yl)acridin-9-amine). As a reaction SMILES: Cl[C:2]1[C:3]2[C:8]([N:9]=[C:10]3[C:15]=1[CH:14]=[CH:13][CH:12]=[CH:11]3)=[CH:7][CH:6]=[CH:5][CH:4]=2.[CH2:16]([N:18]1[CH2:23][CH2:22][CH:21]([NH2:24])[CH2:20][CH2:19]1)[CH3:17]>>[CH2:16]([N:18]1[CH2:23][CH2:22][CH:21]([NH:24][C:2]2[C:3]3[C:8]([N:9]=[C:10]4[C:15]=2[CH:14]=[CH:13][CH:12]=[CH:11]4)=[CH:7][CH:6]=[CH:5][CH:4]=3)[CH2:20][CH2:19]1)[CH3:17]. Reported procedure: Following the general procedure of Example 1 and making non-critical variations but using 9-chloroacridine and 1-ethylpiperidin-4-amine, the title compound was obtained; MS (Found M+1=306). Procedure details: 3-Oxo-piperidine-1-carboxylic acid tert-butyl ester and potassium cyanide (1.3 eq) are dissolved in ethanol before ammonium carbonate (8 eq.) in water is added. The mixture is heated to 90° C. for 2 h and monitored by LCMS. Upon completion, the solvent is removed in vacuum. The residue is diluted with water and the product filtered off. Boc-deprotection under standard conditions gives the desired hydantoine as HCl-salt ready for further modifications. The reactants are C(C)(C)(C)OC(=O)N1CC(CCC1)=O (3-Oxo-piperidine-1-carboxylic acid tert-butyl ester), [C-]#N.[K+] (potassium cyanide), C([O-])([O-])=O.[NH4+].[NH4+] (ammonium carbonate), C(C)O (ethanol). RXN SMILES: C(OC([N:8]1[CH2:13][CH2:12][CH2:11][C:10](=O)[CH2:9]1)=O)(C)(C)C.[C-]#N.[K+].[C:18](=[O:21])([O-])[O-].[NH4+:22].[NH4+:23].[CH2:24]([OH:26])C>O>[C:18]1(=[O:21])[C:10]2([CH2:9][NH:8][CH2:13][CH2:12][CH2:11]2)[NH:23][C:24](=[O:26])[NH:22]1 |f:1.2,3.4.5|. Reaction conditions: temperature 90 celsius. The product is C1(NC(NC12CCCNC2)=O)=O (2,4,9-triazaspiro[4.5]decane-1,3-dione), HCl-salt. The solvent is O (water). Reactants: C(=O)(O)CN(CC(=O)O)CCN(CCN(CC(=O)O)CC(=O)OCC)CC(=O)O (N3,N6 -bis(carboxymethyl)-N9 -ethoxycarbonylmethyl-3,6,9-triazaundecanedioic acid), NC1=CC=CC=C1 (aniline). The solvent is CO (methanol). Yields the product C(=O)(O)CN(CC(=O)O)CCN(CCN(CC(=O)O)CC(NC1=CC=CC=C1)=O)CC(=O)O (N3,N6 -Bis(carboxymethyl)-N9 -phenylcarbamoylmethyl-3,6,9-triazaundecanedioic Acid). RXN SMILES: [C:1]([CH2:4][N:5]([CH2:10][CH2:11][N:12]([CH2:26][C:27]([OH:29])=[O:28])[CH2:13][CH2:14][N:15]([CH2:20][C:21]([O:23]CC)=[O:22])[CH2:16][C:17]([OH:19])=[O:18])[CH2:6][C:7](O)=[O:8])([OH:3])=[O:2].[NH2:30][C:31]1[CH:36]=[CH:35][CH:34]=[CH:33][CH:32]=1>CO>[C:17]([CH2:16][N:15]([CH2:14][CH2:13][N:12]([CH2:26][C:27]([OH:29])=[O:28])[CH2:11][CH2:10][N:5]([CH2:6][C:7](=[O:8])[NH:30][C:31]1[CH:36]=[CH:35][CH:34]=[CH:33][CH:32]=1)[CH2:4][C:1]([OH:3])=[O:2])[CH2:20][C:21]([OH:23])=[O:22])([OH:19])=[O:18]. Reported procedure: In a 1-liter autoclave, 42.1 g (0.1 mol) of N3,N6 -bis(carboxymethyl)-N9 -ethoxycarbonylmethyl-3,6,9-triazaundecanedioic acid is heated with 93.1 g (1 mol) of aniline for 30 hours to 110° C. After cooling, the content is dissolved in 800 ml of methanol and the solution concentrated to dryness under vacuum. The residue is combined with 800 ml of water and the excess aniline exhaustively extracted with methylene chloride. The aqueous phase is passed, after an initial distillation, over 100 ml of "... Starting materials: [N+](=O)([O-])C1=C2CN(C(C2=CC=C1)=O)C1C(NC(C(C1)OC(C)=O)=O)=O (3-(4-nitro-1-oxoisoindolin-2-yl)-2,6-dioxo-5-acetoxypiperidine). The reagents and catalysts are [Pd] (Pd/C). The solvent is CO (methanol). The product is NC1=C2CN(C(C2=CC=C1)=O)C1C(NC(C(C1)OC(C)=O)=O)=O (3-(4-amino-1-oxoisoindolin-2-yl)-2,6-dioxo-5-acetoxypiperidine). Reaction SMILES: [N+:1]([C:4]1[CH:12]=[CH:11][CH:10]=[C:9]2[C:5]=1[CH2:6][N:7]([CH:14]1[CH2:19][CH:18]([O:20][C:21](=[O:23])[CH3:22])[C:17](=[O:24])[NH:16][C:15]1=[O:25])[C:8]2=[O:13])([O-])=O>CO.[Pd]>[NH2:1][C:4]1[CH:12]=[CH:11][CH:10]=[C:9]2[C:5]=1[CH2:6][N:7]([CH:14]1[CH2:19][CH:18]([O:20][C:21](=[O:23])[CH3:22])[C:17](=[O:24])[NH:16][C:15]1=[O:25])[C:8]2=[O:13]. Reported procedure: A solution of 3-(4-nitro-1-oxoisoindolin-2-yl)-2,6-dioxo-5-acetoxypiperidine (0.9 g, 3.1 mmol) and Pd/C (10%, 0.1 g) in methanol (100 mL) is shaken under hydrogen (50–60 psi) for 3 hours, The suspension is filtered through a pad of Celite and washed with methanol to give 3-(4-amino-1-oxoisoindolin-2-yl)-2,6-dioxo-5-acetoxypiperidine which is further purified by column chromatography. The reactants are ClC=1N=C2C(=C(C=NC2=CC1)C(C)=O)NC1=CC=C(C=C1)CN1CCN(CC1)C (1-(6-chloro-4-{4-[(4-methylpiperazin-1-yl)methyl]phenyl amino}-1,5-naphthyridin-3-yl)ethanone), ClC1=C(C(=CC(=C1)B1OC(C(O1)(C)C)(C)C)F)O (2-chloro-6-fluoro-4-(4,4,5,5-tetramethyl-1,3,2-dioxaborolan-2-yl)phenol), C1(=C(C(=C(C(=C1F)F)F)N)F)N.Cl.Cl (dihydrochloride). Product: Cl.Cl.Cl.ClC=1C=C(C=C(C1O)F)C=1N=C2C(=C(C=NC2=CC1)C(C)=O)NC1=CC=C(C=C1)CN1CCN(CC1)C (1-[6-(3-Chloro-5-fluoro-4-hydroxyphenyl)-4-{4-[(4-methylpiperazin-1-yl)methyl]phenylamino}-1,5-naphthyridin-3-yl]ethanone trihydrochloride). Isolated yield 93.0%. As a reaction SMILES: [Cl:1][C:2]1[N:3]=[C:4]2[C:9](=[CH:10][CH:11]=1)[N:8]=[CH:7][C:6]([C:12](=[O:14])[CH3:13])=[C:5]2[NH:15][C:16]1[CH:21]=[CH:20][C:19]([CH2:22][N:23]2[CH2:28][CH2:27][N:26]([CH3:29])[CH2:25][CH2:24]2)=[CH:18][CH:17]=1.[Cl:30][C:31]1[CH:36]=[C:35](B2OC(C)(C)C(C)(C)O2)[CH:34]=[C:33]([F:46])[C:32]=1[OH:47].C1(N)C(F)=C(F)C(F)=C(N)C=1F.[ClH:60].Cl>>[ClH:1].[ClH:30].[ClH:60].[Cl:30][C:31]1[CH:36]=[C:35]([C:2]2[N:3]=[C:4]3[C:9](=[CH:10][CH:11]=2)[N:8]=[CH:7][C:6]([C:12](=[O:14])[CH3:13])=[C:5]3[NH:15][C:16]2[CH:21]=[CH:20][C:19]([CH2:22][N:23]3[CH2:28][CH2:27][N:26]([CH3:29])[CH2:25][CH2:24]3)=[CH:18][CH:17]=2)[CH:34]=[C:33]([F:46])[C:32]=1[OH:47] |f:2.3.4,5.6.7.8|. Procedure: Following general procedure II, 1-(6-chloro-4-{4-[(4-methylpiperazin-1-yl)methyl]phenyl amino}-1,5-naphthyridin-3-yl)ethanone (74 mg, 0.18 mmol) was reacted with 2-chloro-6-fluoro-4-(4,4,5,5-tetramethyl-1,3,2-dioxaborolan-2-yl)phenol (74 mg, 0.27 mmol) followed by formation of the dihydrochloride salt to afford the desired product (96 mg, 93%) as a yellow solid: 1H NMR (500 MHz, CD3OD) δ 9.32 (s, 1H), 8.44 (d, J=9.1 Hz, 1H), 8.34 (d, J=9.1 Hz, 1H), 7.65 (d, J=7.6 Hz, 2H), 7.48 (d, J=8.0 Hz, 2H),... As a reaction SMILES: N1C2C(=CC=CC=2)C(=O)C1=O.[C:12](=[O:15])([O-])[O-].[K+].[K+].BrC1C=CC(CBr)=C(F)C=1.[Br:28][C:29]1[CH:46]=[CH:45][C:32]([CH2:33][N:34]2[C:42]3[C:37](=[CH:38][CH:39]=[CH:40][CH:41]=3)[C:36](=[O:43])[C:35]2=O)=[C:31]([F:47])[CH:30]=1.C[Mg]Br>C(#N)C.C1COCC1>[Br:28][C:29]1[CH:46]=[CH:45][C:32]([CH2:33][N:34]2[C:42]3[C:37](=[CH:38][CH:39]=[CH:40][CH:41]=3)[C:36]([OH:43])([CH3:35])[C:12]2=[O:15])=[C:31]([F:47])[CH:30]=1 |f:1.2.3|. Conditions: time 8 hour. Product: BrC1=CC(=C(CN2C(C(C3=CC=CC=C23)(C)O)=O)C=C1)F (1-(4-bromo-2-fluorobenzyl)-3-hydroxy-3-methylindolin-2-one). Starting materials: N1C(=O)C(=O)C2=CC=CC=C12 (Isatin), BrC1=CC(=C(CN2C(C(C3=CC=CC=C23)=O)=O)C=C1)F (1-(4-Bromo-2-fluorobenzyl)indoline-2,3-dione), C([O-])([O-])=O.[K+].[K+] (Potassium carbonate), BrC1=CC(=C(C=C1)CBr)F (4-bromo-1-(bromomethyl)-2-fluorobenzene), solution, C[Mg]Br (methylmagnesium bromide). The solvent is C1CCOC1 (THF), C(C)#N (acetonitrile), C1CCOC1 (THF). Procedure details: Isatin (3.95 g, 26.8 mmol) was added to a round bottom flask equipped with a magnetic stir bar and dissolved in acetonitrile (75 mL). Potassium carbonate (3.95 g, 30 mmol) was added, followed by 4-bromo-1-(bromomethyl)-2-fluorobenzene (7.2 g, 26.8 mmol). The flask was sealed with a septum, and the mixture stirred at room temperature overnight. Volatiles were removed under reduced pressure, and the resulting solid was partitioned between water (250 mL) and dichloromethane (150 mL). The DCM layer ... Reactants: C(=C)C=1C(=C(C(=O)O)C=C(C1F)F)F (3-ethenyl-2,4,5-trifluorobenzoic acid), C(=O)(C=1NC=CN1)C=1NC=CN1 (carbonyl diimidazole), C(C)C(C(=O)[O-])C(=O)[O-].C(C)C(C(=O)[O-])C(=O)[O-].[Mg+2].[Mg+2] (magnesium bis-(ethyl malonate)). Run in Cl (HCl). Run at time 1 hour. The product is C(=C)C=1C(=C(C=C(C1F)F)C(CC(=O)OCC)=O)F (3-Ethenyl-2,4,5-trifluoro-β-oxo-benzenepropanoic acid, ethyl ester). The yield is 93.7%. As a reaction SMILES: [CH:1]([C:3]1[C:4]([F:14])=[C:5]([CH:9]=[C:10]([F:13])[C:11]=1[F:12])[C:6]([OH:8])=O)=[CH2:2].[C:15]([C:22]1NC=CN=1)(C1NC=CN=1)=[O:16].C([CH:29](C([O-])=O)[C:30]([O-])=[O:31])C.C(C(C([O-])=O)C([O-])=O)C.[Mg+2].[Mg+2]>Cl>[CH:1]([C:3]1[C:4]([F:14])=[C:5]([C:6](=[O:8])[CH2:29][C:30]([O:16][CH2:15][CH3:22])=[O:31])[CH:9]=[C:10]([F:13])[C:11]=1[F:12])=[CH2:2] |f:2.3.4.5|. Reported procedure: To a cooled solution (0° to 5° C.) of 3-ethenyl-2,4,5-trifluorobenzoic acid (6.0 g, 0.03 mol) (100 mL) was added carbonyl diimidazole (4.9 g, 0.030 mol). The mixture was then stirred at room temperature for 1 hour, heated with magnesium bis-(ethyl malonate) (8.7 g, 0.03 mol) and refluxed for 3 hours. The reaction was allowed to cool, treated with 3N HCl (30 mL) and stirred for 1.5 hours at room temperature. The reaction was partitioned between ether and water. The organic layer was dried and con...